Dataset: the Open Reaction Database (ORD), a public repository of structured organic reaction records. Task: describe an organic reaction: reactants, conditions, products, and yield Starting materials: [Cl-].ClC1=C(C[P+](C2=CC=CC=C2)(C2=CC=CC=C2)C2=CC=CC=C2)C(=CC(=C1Cl)OC)Cl (2,3,6-trichloro-4-methoxybenzyl triphenylphosphonium chloride), F/C(/C(=C/C(=O)OCC)/C)=C\C=C(\C=O)/C (ethyl (E,Z,E)-4-fluoro-3,7-dimethyl-8-oxo-2,4,6-octatrienoate), C1C(CC)O1 (1,2-butylene oxide). Solvent: C1(=CC=CC=C1)C (toluene). Yields the product ClC1=C(C(=CC(=C1Cl)OC)Cl)/C=C/C(=C/C=C(/C(=C/C(=O)OCC)/C)\F)/C (ethyl (E,Z,E,E)-9-(2,3,6-trichloro-4-methoxyphenyl)-4-fluoro-3,7-dimethyl-2,4,6,8-nonatetraenoate). The yield is 58.0%. RXN SMILES: [Cl-].[Cl:2][C:3]1[C:28]([Cl:29])=[C:27]([O:30][CH3:31])[CH:26]=[C:25]([Cl:32])[C:4]=1[CH2:5][P+](C1C=CC=CC=1)(C1C=CC=CC=1)C1C=CC=CC=1.[F:33]/[C:34](=[CH:43]\[CH:44]=[C:45](/[CH3:48])\[CH:46]=O)/[C:35](/[CH3:42])=[CH:36]/[C:37]([O:39][CH2:40][CH3:41])=[O:38].C1OC1CC>C1(C)C=CC=CC=1>[Cl:2][C:3]1[C:28]([Cl:29])=[C:27]([O:30][CH3:31])[CH:26]=[C:25]([Cl:32])[C:4]=1/[CH:5]=[CH:48]/[C:45](/[CH3:46])=[CH:44]/[CH:43]=[C:34](\[F:33])/[C:35](/[CH3:42])=[CH:36]/[C:37]([O:39][CH2:40][CH3:41])=[O:38] |f:0.1|. Procedure: A mixture of 2.36 g. (9.54 mmol) of 2,3,6-trichloro-4-methoxybenzyl triphenylphosphonium chloride and 2.0 g. (8.93 mmol) of ethyl (E,Z,E)-4-fluoro-3,7-dimethyl-8-oxo-2,4,6-octatrienoate in 200 ml. of toluene and 150 ml. of 1,2-butylene oxide was heated at 85°-90° C. under argon for 18 hours. The mixture was worked up in the usual manner and the resulting crude product was filtered through 150 g. of silica gel. Elution with methylene chloride gave 2.48 g. of a yellow crystalline substance. Recrys... Starting materials: FC1=C(C(=CC=C1)F)C=1OCC(N1)C1=CC=C(C=C1)I (2-(2,6-Difluorophenyl)-4,5-dihydro-4-(4-iodophenyl)oxazole), FC1=CC=C(C=C)C=C1 (4-fluorostyrene), CC1=CC=CC=C1P(C2=CC=CC=C2C)C3=CC=CC=C3C (tri-o-tolyphosphine). Reagents/catalysts: C(C)(=O)[O-].[Pd+2].C(C)(=O)[O-] (palladium acetate), C(C)(=O)[O-].[Pd+2].C(C)(=O)[O-] (palladium acetate). The solvent is CN(C=O)C (dimethylformamide). Reaction conditions: time 3 hour. The product is FC1=C(C(=CC=C1)F)C=1OCC(N1)C1=CC=C(C=C1)C=CC1=CC=C(C=C1)F (2-(2,6-Difluorophenyl)-4-[4-[2-(4-fluorophenyl)ethenyl]phenyl]-4,5-dihydrooxazole). Isolated yield 41.0%. RXN SMILES: [F:1][C:2]1[CH:7]=[CH:6][CH:5]=[C:4]([F:8])[C:3]=1[C:9]1[O:10][CH2:11][CH:12]([C:14]2[CH:19]=[CH:18][C:17](I)=[CH:16][CH:15]=2)[N:13]=1.[F:21][C:22]1[CH:29]=[CH:28][C:25]([CH:26]=[CH2:27])=[CH:24][CH:23]=1.CC1C(P(C2C(C)=CC=CC=2)C2C(C)=CC=CC=2)=CC=CC=1>CN(C)C=O.C([O-])(=O)C.[Pd+2].C([O-])(=O)C>[F:1][C:2]1[CH:7]=[CH:6][CH:5]=[C:4]([F:8])[C:3]=1[C:9]1[O:10][CH2:11][CH:12]([C:14]2[CH:19]=[CH:18][C:17]([CH:27]=[CH:26][C:25]3[CH:28]=[CH:29][C:22]([F:21])=[CH:23][CH:24]=3)=[CH:16][CH:15]=2)[N:13]=1 |f:4.5.6|. Reported procedure: The compound of Example 2 (0.7 g, 1.8 mmol), 4-fluorostyrene (1 g, 2.6 mmol), palladium acetate (0.03 g, 0.013 mmol) and tri-o-tolyphosphine (0.03 g, 0.01 mmol) were heated to 100°-120° C. in dimethylformamide (20 mL). After 3 h, palladium acetate (0.03 g, 0.013 mmol) was added and heating was continued for 2 h. The cooled reaction mixture was extracted with diethylether (50 mL) and water (100 mL). The diethylether solution was dried over magnesium sulfate and evaporated under reduced pressure. ... Starting materials: CC(N)COc1ccc(C#N)cc1, CCC(NC(=O)OC(C)(C)C)C(=O)O, ClCCl, CN1CCCCC1, CC(C)COC(=O)Cl, O. Product: CCC(NC(=O)OC(C)(C)C)C(=O)NC(C)COc1ccc(C#N)cc1. Reaction SMILES: [C:30](#[N:31])[c:32]1[cH:33][cH:34][c:35]([O:36][CH2:37][CH:38]([CH3:39])[NH2:40])[cH:41][cH:42]1.[C:8]([CH3:9])([CH3:10])([CH3:11])[O:12][C:13](=[O:14])[NH:15][CH:16]([C:17](=[O:18])[OH:19])[CH2:20][CH3:21].[CH2:43]([Cl:44])[Cl:45].[CH3:1][N:2]1[CH2:3][CH2:4][CH2:5][CH2:6][CH2:7]1.[Cl:22][C:23]([O:24][CH2:25][CH:26]([CH3:27])[CH3:28])=[O:29].[OH2:46]>>[C:8]([CH3:9])([CH3:10])([CH3:11])[O:12][C:13](=[O:14])[NH:15][CH:16]([C:17](=[O:19])[NH:40][CH:38]([CH2:37][O:36][c:35]1[cH:34][cH:33][c:32]([C:30]#[N:31])[cH:42][cH:41]1)[CH3:39])[CH2:20][CH3:21]. Yields the product C(C1=CC=CC=C1)OC1=NC=NC=C1CCCC1=CC=C(C(=O)O)C=C1 (4-[3-(4-(Benzyloxy)pyrimid-5-yl)propyl]benzoic acid). Reaction conditions: time 2 hour. Run in ClCCl (dichloromethane). RXN SMILES: [CH2:1]([O:8][C:9]1[C:14]([CH2:15][CH2:16][CH2:17][C:18]2[CH:30]=[CH:29][C:21]([C:22]([O:24]C(C)(C)C)=[O:23])=[CH:20][CH:19]=2)=[CH:13][N:12]=[CH:11][N:10]=1)[C:2]1[CH:7]=[CH:6][CH:5]=[CH:4][CH:3]=1.FC(F)(F)C(O)=O>ClCCl>[CH2:1]([O:8][C:9]1[C:14]([CH2:15][CH2:16][CH2:17][C:18]2[CH:19]=[CH:20][C:21]([C:22]([OH:24])=[O:23])=[CH:29][CH:30]=2)=[CH:13][N:12]=[CH:11][N:10]=1)[C:2]1[CH:3]=[CH:4][CH:5]=[CH:6][CH:7]=1. Procedure details: tert-Butyl 4-[3-(4-(benzyloxy)pyrimid-5-yl)propyl]benzoate (0.36 g, 0.92 mmol) was dissolved in dichloromethane (0.7 ml) and treated with trifluoro-acetic acid (1.05 g, 9.2 mmol). The reaction was stirred at amibent temperature for 2 hours. The mixture was partitioned between EtOAc/water and the aqueous layer extracted with EtOAc. The organic layers were combined, dried (MgSO4) and evaporated and the solid was triturated with hexane and recrystallised from isopropanol/water. The cream coloured s... The reactants are C(C1=CC=CC=C1)OC1=NC=NC=C1CCCC1=CC=C(C(=O)OC(C)(C)C)C=C1 (tert-Butyl 4-[3-(4-(benzyloxy)pyrimid-5-yl)propyl]benzoate), FC(C(=O)O)(F)F (trifluoro-acetic acid).